Dataset: the Open Reaction Database (ORD), a public repository of structured organic reaction records. Task: describe an organic reaction: reactants, conditions, products, and yield The reactants are C(C)(C)(C)OC(=O)N1C[C@H]([C@@H](C1)CN(C(C1=CC(=C(C=C1)OC)OCCCOC)=O)C(C)C)C=O ((3S*,4R*)-3-formyl-4-({isopropyl-[4-methoxy-3-(3-methoxy-propoxy)-benzoyl]-amino}-methyl)-pyrrolidine-1-carboxylic acid tert-butyl ester), C1(CC1)CN (cyclopropanemethylamine), [BH4-].[Na+] (NaBH4). The solvent is C(Cl)Cl.CO (CH2Cl2 MeOH), C(Cl)Cl.CO (CH2Cl2 MeOH). Yields the product C1(CC1)CNC[C@H]1[C@@H](CNC1)CN(C(C1=CC(=C(C=C1)OC)OCCCOC)=O)C(C)C (N-{(3S*,4R*)-4-[(Cyclopropylmethyl-amino)-methyl]-pyrrolidin-3-ylmethyl}-N-isopropyl-4-methoxy-3-(3-methoxy-propoxy)-benzamide). RXN SMILES: C(OC([N:8]1[CH2:12][C@@H:11]([CH2:13][N:14]([CH:31]([CH3:33])[CH3:32])[C:15](=[O:30])[C:16]2[CH:21]=[CH:20][C:19]([O:22][CH3:23])=[C:18]([O:24][CH2:25][CH2:26][CH2:27][O:28][CH3:29])[CH:17]=2)[C@H:10]([CH:34]=O)[CH2:9]1)=O)(C)(C)C.[CH:36]1([CH2:39][NH2:40])[CH2:38][CH2:37]1.[BH4-].[Na+]>C(Cl)Cl.CO>[CH:36]1([CH2:39][NH:40][CH2:34][C@@H:10]2[CH2:9][NH:8][CH2:12][C@H:11]2[CH2:13][N:14]([CH:31]([CH3:32])[CH3:33])[C:15](=[O:30])[C:16]2[CH:21]=[CH:20][C:19]([O:22][CH3:23])=[C:18]([O:24][CH2:25][CH2:26][CH2:27][O:28][CH3:29])[CH:17]=2)[CH2:38][CH2:37]1 |f:2.3,4.5|. Reported procedure: from (3S*,4R*)-3-formyl-4-({isopropyl-[4-methoxy-3-(3-methoxy-propoxy)-benzoyl]-amino}-methyl)-pyrrolidine-1-carboxylic acid tert-butyl ester (0.75 g, 1.52 mmol), cyclopropanemethylamine (0.652 mL, 7.61 mmol) and NaBH4 (0.115 g, 3.04 mmol) and purification by flash chromatography on silica gel (CH2Cl2/MeOH 96:4, then CH2Cl2/MeOH (10% NH3 conc.) gradient from 9:1 to 8:2) to give the title compound as colorless oil. MS: 548.4 [M+H]+. tR (HPLC, Nucleosil C18HD column, 5-100% CH3CN/H2O/6 min, 100% C...